From a dataset of the Open Reaction Database (ORD), a public repository of structured organic reaction records. describe an organic reaction: reactants, conditions, products, and yield Starting materials: Cc1cc(Cl)c(OCCOc2ccc(C(Cc3ccccn3)C(CNC(=O)OC(C)(C)C)C(=O)N(Cc3cccc(C)c3C)C3CC3)cc2)c(Cl)c1, ClCCl, Cl. Product: Cc1cc(Cl)c(OCCOc2ccc(C(Cc3ccccn3)C(CN)C(=O)N(Cc3cccc(C)c3C)C3CC3)cc2)c(Cl)c1. Reaction SMILES: [CH:1]1([N:4]([C:5](=[O:6])[CH:7]([CH2:8][NH:9][C:10](=[O:11])[O:12][C:13]([CH3:14])([CH3:15])[CH3:16])[CH:17]([CH2:18][c:19]2[n:20][cH:21][cH:22][cH:23][cH:24]2)[c:25]2[cH:26][cH:27][c:28]([O:31][CH2:32][CH2:33][O:34][c:35]3[c:36]([Cl:43])[cH:37][c:38]([CH3:42])[cH:39][c:40]3[Cl:41])[cH:29][cH:30]2)[CH2:44][c:45]2[c:46]([CH3:52])[c:47]([CH3:51])[cH:48][cH:49][cH:50]2)[CH2:2][CH2:3]1.[Cl:54][CH2:55][Cl:56].[ClH:53]>>[CH:1]1([N:4]([C:5](=[O:6])[CH:7]([CH2:8][NH2:9])[CH:17]([CH2:18][c:19]2[n:20][cH:21][cH:22][cH:23][cH:24]2)[c:25]2[cH:26][cH:27][c:28]([O:31][CH2:32][CH2:33][O:34][c:35]3[c:36]([Cl:43])[cH:37][c:38]([CH3:42])[cH:39][c:40]3[Cl:41])[cH:29][cH:30]2)[CH2:44][c:45]2[c:46]([CH3:52])[c:47]([CH3:51])[cH:48][cH:49][cH:50]2)[CH2:2][CH2:3]1.